This data is from the Open Reaction Database (ORD), a public repository of structured organic reaction records. The task is: describe an organic reaction: reactants, conditions, products, and yield Reactants: aqueous solution, [OH-].[Na+] (NaOH), BrC=1C=C(C=CC1OCC(CC)C)C1=C(C=CC=C1)C1=CC=C(C(=O)[O-])C=C1 (3'-bromo-4'-(2-methylbutyloxy)-4-biphenylylbenzoate). The solvent is C(C)O (ethanol). The product is BrC=1C=C(C=CC1OCC(CC)C)C1=CC=C(C=C1)O (3'-bromo-4'-(2-methylbutyloxy)-4-hydroxybiphenyl). Reaction SMILES: [Br:1][C:2]1[CH:3]=[C:4]([C:14]2[CH:19]=[CH:18][CH:17]=[CH:16][C:15]=2C2C=CC(C([O-])=O)=CC=2)[CH:5]=[CH:6][C:7]=1[O:8][CH2:9][CH:10]([CH3:13])[CH2:11][CH3:12].[OH-:29].[Na+]>C(O)C>[Br:1][C:2]1[CH:3]=[C:4]([C:14]2[CH:19]=[CH:18][C:17]([OH:29])=[CH:16][CH:15]=2)[CH:5]=[CH:6][C:7]=1[O:8][CH2:9][CH:10]([CH3:13])[CH2:11][CH3:12] |f:1.2|. Procedure: A mixture of 3'-bromo-4'-(2-methylbutyloxy)-4-biphenylylbenzoate (4.8 g) from step (IV), a 40% aqueous solution (3.2 g) of NaOH and ethanol (100 ml) was heated under reflux for 3 hours, followed by distilling off ethanol, adding toluene, acidifying with 6N hydrochloric acid, heating to dissolve insolubles, separating the solution layer, washing with water, further washing with an aqueous solution of sodium hydrogen sulfite, washing with water to make the solution neutral, drying, distilling off ... Reactants: BrC1=C(C(=NC(=C1F)F)F)Cl (4-bromo-3-chloro-2,5,6-trifluoropyridine), aqueous solution, N (ammonia). The solvent is C(C)#N (acetonitrile). Reaction conditions: temperature 55 celsius, time 2 hour. The product is NC1=NC(=C(C(=C1F)Br)Cl)F (2-amino-4-bromo-5-chloro-3,6-difluoropyridine). As a reaction SMILES: [Br:1][C:2]1[C:7]([F:8])=[C:6](F)[N:5]=[C:4]([F:10])[C:3]=1[Cl:11].[NH3:12]>C(#N)C>[NH2:12][C:6]1[C:7]([F:8])=[C:2]([Br:1])[C:3]([Cl:11])=[C:4]([F:10])[N:5]=1. Reported procedure: To 20 ml of acetonitrile were added 4.9 g of 4-bromo-3-chloro-2,5,6-trifluoropyridine and 4 ml of 25% aqueous solution of ammonia, and the mixture was stirred at 55° C. for 2 hours. The solvent and the like were distilled off under reduced pressure. 50 ml of chloroform was added to the residue, and the solution was washed with 50 ml of distilled water. The chloroform layer was dried over anhydrous magnesium sulfate and concentrated under reduced pressure. The residue was dispersed in the mixed s... Starting materials: C(C)C=1NC2=CC=CC=C2C1 (2-ethylindole), [N+](=O)([O-])C=1C=C2C=C(NC2=CC1)CC (5-nitro-2-ethylindole), amino, [N+](=O)([O-])[O-].[Na+] (sodium nitrate), S(O)(O)(=O)=O (sulfuric acid), CC(CCC=1NC2=CC=CC=C2C1)C (2-(3-methyl-n-butyl) indole). The product is NC=1C=C2C=C(NC2=CC1)CC (5-amino-2-ethylindole). Reaction SMILES: C(C1NC2C(C=1)=CC=CC=2)C.[N+]([O-])([O-])=O.[Na+].S(=O)(=O)(O)O.[N+:22]([C:25]1[CH:26]=[C:27]2[C:31](=[CH:32][CH:33]=1)[NH:30][C:29]([CH2:34][CH3:35])=[CH:28]2)([O-])=O.CC(C)CCC1NC2C(C=1)=CC=CC=2>>[NH2:22][C:25]1[CH:26]=[C:27]2[C:31](=[CH:32][CH:33]=1)[NH:30][C:29]([CH2:34][CH3:35])=[CH:28]2 |f:1.2|. Reported procedure: This synthesis could be achieved beginning with a standard nitration of 2-ethylindole using sodium nitrate and sulfuric acid similar to that cited in Yokoyama; Tanaka; Yamane; Kurita; Chem. Lett.; 7; 1991; 1125-1128. The resultant 5-nitro-2-ethylindole could be reduced to the desired amino compound using catalytic hydrogenation as in 28b). The reactants are C(C1=CC=CC=C1)N1CCC(CC1)NC(C(CCCC1=CC=CC=C1)CCCC1=CC=CC=C1)=O (5-phenyl-2-(3-phenyl-propyl)-pentanoic acid (1-benzyl-piperidin-4-yl)-amide). The reagents and catalysts are [OH-].[OH-].[Pd+2] (Pd(OH)2 on carbon). Solvent: C(C)O (ethanol). Reaction conditions: time 18 hour. The product is N1CCC(CC1)NC(C(CCCC1=CC=CC=C1)CCCC1=CC=CC=C1)=O (5-phenyl-2-(3-phenyl-propyl)-pentanoic acid piperidin-4-ylamide). Yield: 93.8%. As a reaction SMILES: C([N:8]1[CH2:13][CH2:12][CH:11]([NH:14][C:15](=[O:35])[CH:16]([CH2:26][CH2:27][CH2:28][C:29]2[CH:34]=[CH:33][CH:32]=[CH:31][CH:30]=2)[CH2:17][CH2:18][CH2:19][C:20]2[CH:25]=[CH:24][CH:23]=[CH:22][CH:21]=2)[CH2:10][CH2:9]1)C1C=CC=CC=1>[OH-].[OH-].[Pd+2].C(O)C>[NH:8]1[CH2:13][CH2:12][CH:11]([NH:14][C:15](=[O:35])[CH:16]([CH2:26][CH2:27][CH2:28][C:29]2[CH:34]=[CH:33][CH:32]=[CH:31][CH:30]=2)[CH2:17][CH2:18][CH2:19][C:20]2[CH:21]=[CH:22][CH:23]=[CH:24][CH:25]=2)[CH2:10][CH2:9]1 |f:1.2.3|. Procedure details: 5-Phenyl-2-(3-phenyl-propyl)-pentanoic acid (1-benzyl-piperidin-4-yl)-amide (23) (0.5 g; 1.07 mmol) is combined with ethanol (25 mL) and 20% Pd(OH)2 on carbon (0.2 g) in a hydrogenation bottle. The mixture is hydrogenated at 50 psi for 18 hours then filtered through a celite pad and washed with ethanol. The combined filtrate plus wash is concentrated in vacuo affording the desired product (0.38 g) as an oil. ESMS:MH+ 379.4 (base). The reactants are C(C1=CC=CC=C1)OC=1C=C2C=CC(=C(C2=CC1)OS(=O)(=O)C)Br (methanesulfonic acid 6-benzyloxy-2-bromo-naphthalen-1-yl ester), FC1=CC=C(C=C1)B(O)O (4-fluorophenylboronic acid), C([O-])([O-])=O.[Na+].[Na+] (sodium carbonate), tetrakistriphenylphosphine palladium, C(C)O (ethanol). The solvent is C1(=CC=CC=C1)C (toluene), O (water). Run at temperature 100 celsius. Yields the product C(C1=CC=CC=C1)OC=1C=C2C=CC(=C(C2=CC1)OS(=O)(=O)C)C1=CC=C(C=C1)F (methanesulfonic acid 6-benzyloxy-2-(4-fluoro-phenyl)-naphthalen-1-yl ester). Isolated yield 98.0%. Reaction SMILES: [CH2:1]([O:8][C:9]1[CH:10]=[C:11]2[C:16](=[CH:17][CH:18]=1)[C:15]([O:19][S:20]([CH3:23])(=[O:22])=[O:21])=[C:14](Br)[CH:13]=[CH:12]2)[C:2]1[CH:7]=[CH:6][CH:5]=[CH:4][CH:3]=1.[F:25][C:26]1[CH:31]=[CH:30][C:29](B(O)O)=[CH:28][CH:27]=1.C(=O)([O-])[O-].[Na+].[Na+].C(O)C>C1(C)C=CC=CC=1.O>[CH2:1]([O:8][C:9]1[CH:10]=[C:11]2[C:16](=[CH:17][CH:18]=1)[C:15]([O:19][S:20]([CH3:23])(=[O:22])=[O:21])=[C:14]([C:29]1[CH:30]=[CH:31][C:26]([F:25])=[CH:27][CH:28]=1)[CH:13]=[CH:12]2)[C:2]1[CH:7]=[CH:6][CH:5]=[CH:4][CH:3]=1 |f:2.3.4|. Reported procedure: Combine methanesulfonic acid 6-benzyloxy-2-bromo-naphthalen-1-yl ester (10.0 g, 24.4 mmol), 4-fluorophenylboronic acid (10.2 g, 729 mmol), sodium carbonate (7.8 g, 73.6 mmol) and tetrakistriphenylphosphine palladium (2.8 g, 2.4 mmol) in a mixture of toluene (300 mL), ethanol (60 mL) and water (40 mL). Heat the mixture at 100° C. for 12 hours. Cool and filter the suspension through a pad of celite. Evaporate the solvent in vacuo. Wash the residue with sodium bicarbonate solution and brine. Dry wi... Starting materials: C(C1=CC=CC=C1)N1[C@H](C=2NC3=CC=CC=C3C2C[C@@H]1C(=O)OC)C (Methyl (1RS,3SR)-trans-2-benzyl-1-methyl-1,2,3,4-tetrahydro-β-carboline-3-carboxylate). The reagents and catalysts are [Pd] (Pd-C). Solvent: CO (methanol). Product: C[C@@H]1N[C@H](CC=2C3=CC=CC=C3NC12)C(=O)OC (Methyl (1RS,3SR)-trans-1-methyl-1,2,3,4-tetrahydro-β-carboline-3-carboxylate). Isolated yield 98.6%. As a reaction SMILES: C([N:8]1[C@@H:20]([C:21]([O:23][CH3:24])=[O:22])[CH2:19][C:18]2[C:17]3[C:12](=[CH:13][CH:14]=[CH:15][CH:16]=3)[NH:11][C:10]=2[C@@H:9]1[CH3:25])C1C=CC=CC=1>CO.[Pd]>[CH3:25][C@H:9]1[C:10]2[NH:11][C:12]3[C:17](=[CH:16][CH:15]=[CH:14][CH:13]=3)[C:18]=2[CH2:19][C@H:20]([C:21]([O:23][CH3:24])=[O:22])[NH:8]1. Procedure: Methyl (1RS,3SR)-trans-2-benzyl-1-methyl-1,2,3,4-tetrahydro-β-carboline-3-carboxylate (14.0 g) is dissolved in methanol (600 ml), and thereto is added 10% Pd-C (1.0 g). The mixture is subjected to catalytic reduction under atmospheric pressure. After the reaction, the catalyst is removed by filtration and washed with methanol. The filtrate and the washing liquid are combined and distilled to remove the solvent. The residue is recrystallized from methanol-isopropyl ether to give the title compoun... Reactants: COC1=CC=C(C[C@H](N)C(=O)[O-])C=C1 (4-Methoxyphenylalaninate), C1(CCCCC1)N=C=NC1CCCCC1 (1,3-dicyclohexylcarbodiimide), C(C1=CC=CC=C1)OC(=O)N[C@@H](C)C(=O)O (N-benzyloxycarbonyl-(S)-alanine), COC1=CC=C(C=C1)O (4-methoxyphenol). Product: COC1=CC=C(C=C1)OC([C@@H](NC(=O)OCC1=CC=CC=C1)C)=O (N-benzyloxycarbonyl-(S)-alanine 4-methoxyphenyl ester). Yield: 57.0%. As a reaction SMILES: [CH3:1][O:2][C:3]1[CH:14]=[CH:13][C:6](C[C@@H](C([O-])=O)N)=[CH:5][CH:4]=1.[CH2:15]([O:22][C:23]([NH:25][C@H:26]([C:28]([OH:30])=[O:29])[CH3:27])=[O:24])[C:16]1[CH:21]=[CH:20][CH:19]=[CH:18][CH:17]=1.COC1C=CC(O)=CC=1.C1(N=C=NC2CCCCC2)CCCCC1>>[CH3:1][O:2][C:3]1[CH:14]=[CH:13][C:6]([O:29][C:28](=[O:30])[C@H:26]([CH3:27])[NH:25][C:23]([O:22][CH2:15][C:16]2[CH:17]=[CH:18][CH:19]=[CH:20][CH:21]=2)=[O:24])=[CH:5][CH:4]=1. Reported procedure: 4-Methoxyphenylalaninate was first prepared by reacting N-benzyloxycarbonyl-(S)-alanine (10.9 g, 0.049 mole) with 4-methoxyphenol and 1,3-dicyclohexylcarbodiimide to give 9.2 g (57%) of N-benzyloxycarbonyl-(S)-alanine 4-methoxyphenyl ester, mp 128°-129° C.; [α]D25 -18.98° (c=0.769, CHCl3); IR (KBr): 3320, 1750 and 1660 cm-1 ; NMR (δ): 1.52 (3H, d, J=7.4 Hz), 3.72 (3H, s), 4.48 (1H, q, J=7.4 Hz), 5.08 (2H, s), 5.36-5.48 (1H, broad, signal disappeared in D2O), 6.68-7.48 (9H, m). Anal. for C18H19NO... The reactants are C1(=CC=CC=C1)C1=C(C(C=C1)=C)C1=CC=CC=C1 (diphenylfulvene), CCCCCC (hexane), C(CCC)[Li] (n-butyllithium), C1=CC=CC=2C3=CC=CC=C3CC12 (fluorene). The solvent is O1CCCC1 (tetrahydrofuran), O (water). Reaction conditions: time 40 minute. Yields the product C1(C=CC=C1)C(C1C2=CC=CC=C2C=2C=CC=CC12)(C1=CC=CC=C1)C1=CC=CC=C1 (1-cyclopentadienyl-1-(9-fluorenyl)-diphenylmethane). Yield: 42.0%. As a reaction SMILES: [CH3:1][CH2:2][CH2:3][CH2:4][CH2:5][CH3:6].C([Li])CCC.[CH:12]1[C:24]2[CH2:23][C:22]3[C:17](=[CH:18][CH:19]=[CH:20][CH:21]=3)[C:16]=2[CH:15]=[CH:14][CH:13]=1.C1([C:31]2[CH:35]=[CH:34][C:33](=[CH2:36])[C:32]=2[C:37]2[CH:42]=[CH:41][CH:40]=[CH:39][CH:38]=2)C=CC=CC=1>O1CCCC1.O>[CH:31]1([C:32]([C:37]2[CH:42]=[CH:41][CH:40]=[CH:39][CH:38]=2)([C:3]2[CH:2]=[CH:1][CH:6]=[CH:5][CH:4]=2)[CH:23]2[C:22]3[CH:21]=[CH:20][CH:19]=[CH:18][C:17]=3[C:16]3[C:24]2=[CH:12][CH:13]=[CH:14][CH:15]=3)[CH:35]=[CH:34][CH:33]=[CH:36]1. Procedure: 12.3 cm3 (30.7 mmol) of a 2.5 molar hexane solution of n-butyllithium were slowly added to a solution of 5.10 g (30.7 mmol) of fluorene in 60 cm3 of tetrahydrofuran at room temperature. After 40 minutes, 7.07 g (30.7 mmol) of diphenylfulvene were added to the orange solution and the mixture was stirred overnight. 60 cm3 of water were added to the dark red solution, whereupon the solution became yellow-colored, and the mixture was extracted with ether. The ether phase was dried over MgSO4 and con... Starting materials: Cl, [Na+], N#Cc1ccc(N2CCOCC2)cc1[N+](=O)[O-], [OH-], O, O, Cl[Sn]Cl. Yields the product N#Cc1ccc(N2CCOCC2)cc1N. As a reaction SMILES: [ClH:25].[Na+:24].[O:6]1[CH2:7][CH2:8][N:9]([c:12]2[cH:13][c:14]([N+:20]([O-:21])=[O:22])[c:15]([C:16]#[N:17])[cH:18][cH:19]2)[CH2:10][CH2:11]1.[OH-:23].[OH2:1].[OH2:2].[Sn:3]([Cl:4])[Cl:5]>>[O:6]1[CH2:7][CH2:8][N:9]([c:12]2[cH:13][c:14]([NH2:20])[c:15]([C:16]#[N:17])[cH:18][cH:19]2)[CH2:10][CH2:11]1.